The task is: describe an organic reaction: reactants, conditions, products, and yield. This data is from the Open Reaction Database (ORD), a public repository of structured organic reaction records. The reactants are succinimide 3,4-dihydrocarbostyril 6-carbostyril-6-carboxylate, ON=C(CCN1CCNCC1)C1=CC=CC=C1 ((3-hydroxyimino-3-phenylpropyl)piperazine), CN(C=O)C (dimethylformamide), O (water). Run at time 24 hour. The product is ON=C(CCN1CCN(CC1)C(=O)C=1C=C2CCC(NC2=CC1)=O)C1=CC=CC=C1 (6-[4-(3-hydroxyimino-3-phenylpropyl)-1-piperazinylcarbonyl]-3,4-dihydrocarbostyril). Reaction SMILES: [OH:1][N:2]=[C:3]([C:12]1[CH:17]=[CH:16][CH:15]=[CH:14][CH:13]=1)[CH2:4][CH2:5][N:6]1[CH2:11][CH2:10][NH:9][CH2:8][CH2:7]1.[OH2:18].[CH3:19][N:20](C)[CH:21]=[O:22]>>[OH:1][N:2]=[C:3]([C:12]1[CH:17]=[CH:16][CH:15]=[CH:14][CH:13]=1)[CH2:4][CH2:5][N:6]1[CH2:7][CH2:8][N:9]([C:17]([C:12]2[CH:13]=[C:14]3[C:19](=[CH:4][CH:3]=2)[NH:20][C:21](=[O:22])[CH2:16][CH2:15]3)=[O:18])[CH2:10][CH2:11]1. Procedure details: 127 Milligrams of succinimide 3,4-dihydrocarbostyril-6-carbostyril-6-carboxylate and 123 mg of (3-hydroxyimino-3-phenylpropyl)piperazine were dissolved in 2 ml of dimethylformamide, then this mixture was stirred for 24 hours. To the reaction mixture was added water, then extracted with chloroform and this extracted was washed with water and with an aqueous solution saturated with sodium chloride. Next, the washed extract was dried with anhydrous potassium carbonate, then the solvent was removed ... The reactants are FC1=C(C=CC(=C1)B1OC(C(O1)(C)C)(C)C)C1=NN=C(S1)N (5-(2-fluoro-4-(4,4,5,5-tetramethyl-1,3,2-dioxaborolan-2-yl)phenyl)-1,3,4-thiadiazol-2-amine), BrC1=C(C=CC=C1)S(=O)(=O)N1CCS(CC1)(=O)=O (4-((2-bromophenyl)sulfonyl)thiomorpholine 1,1-dioxide). Product: NC1=NN=C(S1)C1=C(C=C(C=C1)C1=C(C=CC=C1)S(=O)(=O)N1CCS(CC1)(=O)=O)F (4-((4′-(5-Amino-1,3,4-thiadiazol-2-yl)-3′-fluoro-[1,1′-biphenyl]-2-yl)sulfonyl)thiomorpholine 1,1-dioxide). As a reaction SMILES: [F:1][C:2]1[CH:7]=[C:6](B2OC(C)(C)C(C)(C)O2)[CH:5]=[CH:4][C:3]=1[C:17]1[S:21][C:20]([NH2:22])=[N:19][N:18]=1.Br[C:24]1[CH:29]=[CH:28][CH:27]=[CH:26][C:25]=1[S:30]([N:33]1[CH2:38][CH2:37][S:36](=[O:40])(=[O:39])[CH2:35][CH2:34]1)(=[O:32])=[O:31]>>[NH2:22][C:20]1[S:21][C:17]([C:3]2[CH:4]=[CH:5][C:6]([C:24]3[CH:29]=[CH:28][CH:27]=[CH:26][C:25]=3[S:30]([N:33]3[CH2:34][CH2:35][S:36](=[O:39])(=[O:40])[CH2:37][CH2:38]3)(=[O:31])=[O:32])=[CH:7][C:2]=2[F:1])=[N:18][N:19]=1. Procedure: The title compound was prepared using analogous conditions to those described in Example 6 utilizing 5-(2-fluoro-4-(4,4,5,5-tetramethyl-1,3,2-dioxaborolan-2-yl)phenyl)-1,3,4-thiadiazol-2-amine and 4-((2-bromophenyl)sulfonyl)thiomorpholine 1,1-dioxide. MS (ESI): mass calcd. for C18H17FN4O4S2, 468.04; m/z found, 469.0 [M+H]+. 1H NMR (300 MHz, CD3OD) δ 8.19 (m, 1H), 8.15 (dd, J=8.0, 1.1, 1H), 7.76 (m, 1H), 7.67 (m, 1H), 7.45 (dd, J=7.6, 1.2, 1H), 7.39 (dd, J=11.9, 1.4, 1H), 7.36 (dd, J=8.1, 1.6, 1H... The reactants are O.NN (Hydrazine hydrate), COC(C(=O)NC1=CC=C(C=C1)[C@@H]1CC[C@H](CC1)C(C(=O)OCC)C)=O (trans-ethyl 2-[4-(4-{[methoxy(oxo)acetyl]amino}phenyl)cyclohexyl]propanoate). The solvent is C(C)O (ethanol). Run at time 18 hour. Product: N(N)C(C(=O)NC1=CC=C(C=C1)[C@@H]1CC[C@H](CC1)C(C(=O)OCC)C)=O (trans-ethyl 2-[4-(4-{[hydrazino(oxo)acetyl]amino}phenyl)cyclo-hexyl]propanoate). Yield: 92.2%. As a reaction SMILES: O.[NH2:2][NH2:3].C[O:5][C:6](=O)[C:7]([NH:9][C:10]1[CH:15]=[CH:14][C:13]([C@H:16]2[CH2:21][CH2:20][C@H:19]([CH:22]([CH3:28])[C:23]([O:25][CH2:26][CH3:27])=[O:24])[CH2:18][CH2:17]2)=[CH:12][CH:11]=1)=[O:8]>C(O)C>[NH:2]([C:6](=[O:5])[C:7]([NH:9][C:10]1[CH:15]=[CH:14][C:13]([C@H:16]2[CH2:21][CH2:20][C@H:19]([CH:22]([CH3:28])[C:23]([O:25][CH2:26][CH3:27])=[O:24])[CH2:18][CH2:17]2)=[CH:12][CH:11]=1)=[O:8])[NH2:3] |f:0.1|. Procedure details: Hydrazine hydrate (229 mg, 4.57 mmol) was added in one portion to a stirred solution of trans-ethyl 2-[4-(4-{[methoxy(oxo)acetyl]amino}phenyl)cyclohexyl]propanoate (1.3 g, 3.6 mmol) in ethanol (25 mL) and the reaction mixture was stirred at room temperature for 18 h. The mixture was filtered to leave a solid, which was washed with ethanol (10 mL) to give the title compound (Intermediate 99) (1.2 g, 92%) as a solid; 1H NMR δ 1.07 (3H, d), 1.1-1.3 (2H, m), 1.2 (3H, t), 1.36-1.5 (2H, m), 1.5-1.63 (... Reactants: CCNCC, Cc1ccc(C(=O)Cl)cc1. Yields the product CCN(CC)C(=O)c1ccc(C)cc1. RXN SMILES: [CH2:11]([CH3:12])[NH:13][CH2:14][CH3:15].[CH3:1][c:2]1[cH:3][cH:4][c:5]([C:6](=[O:7])[Cl:8])[cH:9][cH:10]1>>[CH3:1][c:2]1[cH:3][cH:4][c:5]([C:6](=[O:7])[N:13]([CH2:11][CH3:12])[CH2:14][CH3:15])[cH:9][cH:10]1. The reactants are [BH4-], CO, [Na+], N#Cc1ccccc1-c1ccc2c(c1)CCC2=O. The product is N#Cc1ccccc1-c1ccc2c(c1)CCC2O. RXN SMILES: [BH4-:1].[CH3:21][OH:22].[Na+:2].[O:3]=[C:4]1[CH2:5][CH2:6][c:7]2[cH:8][c:9](-[c:13]3[c:14]([C:15]#[N:16])[cH:17][cH:18][cH:19][cH:20]3)[cH:10][cH:11][c:12]21>>[OH:3][CH:4]1[CH2:5][CH2:6][c:7]2[cH:8][c:9](-[c:13]3[c:14]([C:15]#[N:16])[cH:17][cH:18][cH:19][cH:20]3)[cH:10][cH:11][c:12]21. The reactants are ClC1=CC=C(C=C1)C=1ON=C2C1C=CC=C2CC#N (3-(4-chlorophenyl)-2,1-benzisoxazol-7-acetonitrile), [OH-].[Na+] (sodium hydroxide), C(C)O (ethanol), O (water). Yields the product ClC1=CC=C(C=C1)C=1ON=C2C1C=CC=C2CC(=O)O (3-(4-Chlorophenyl)-2,1-benzisoxazole-7-acetic acid). Yield: 38.0%. As a reaction SMILES: [Cl:1][C:2]1[CH:7]=[CH:6][C:5]([C:8]2[O:9][N:10]=[C:11]3[C:16]([CH2:17][C:18]#N)=[CH:15][CH:14]=[CH:13][C:12]=23)=[CH:4][CH:3]=1.[OH-:20].[Na+].C(O)C.[OH2:25]>>[Cl:1][C:2]1[CH:7]=[CH:6][C:5]([C:8]2[O:9][N:10]=[C:11]3[C:16]([CH2:17][C:18]([OH:25])=[O:20])=[CH:15][CH:14]=[CH:13][C:12]=23)=[CH:4][CH:3]=1 |f:1.2|. Procedure: A mixture of 3.9 g (0.015 mole) of 3-(4-chlorophenyl)-2,1-benzisoxazol-7-acetonitrile, 10 ml of 20% sodium hydroxide and 75 ml of 95% ethanol was heated at reflux under a nitrogen atmosphere for 17 hr. The mixture was poured into 600 ml of water and filtered. The filtrate was treated with charcoal and filtered through Celite. The filtrate was adjusted to pH 7 with concentrated hydrochloric acid and the mixture filtered. The filtrate was made acidic with concentrated hydrochloric acid and a solid... Reactants: C(C)(C)(C)OC(NC1=C(C=C(C(=C1)N(C)C)F)[N+](=O)[O-])=O ((5-dimethylamino-4-fluoro-2-nitro-phenyl)-carbamic acid tert.-butyl ester). Reagents/catalysts: [Pd] (Pd/C). Yields the product C(C)(C)(C)OC(NC1=C(C=C(C(=C1)N(C)C)F)N)=O ((2-Amino-5-dimethylamino-4-fluoro-phenyl)-carbamic acid tert.-butyl ester), solid. Reaction SMILES: [C:1]([O:5][C:6](=[O:21])[NH:7][C:8]1[CH:13]=[C:12]([N:14]([CH3:16])[CH3:15])[C:11]([F:17])=[CH:10][C:9]=1[N+:18]([O-])=O)([CH3:4])([CH3:3])[CH3:2]>[Pd]>[C:1]([O:5][C:6](=[O:21])[NH:7][C:8]1[CH:13]=[C:12]([N:14]([CH3:16])[CH3:15])[C:11]([F:17])=[CH:10][C:9]=1[NH2:18])([CH3:4])([CH3:2])[CH3:3]. Reported procedure: The title compound was prepared from (5-dimethylamino-4-fluoro-2-nitro-phenyl)-carbamic acid tert.-butyl ester (Example C11) (4.88 g, 16 mmol) by hydrogenation with 10% Pd/C according to the general procedure J (method a). Obtained as a green solid (4.55 g).